From a dataset of the Open Reaction Database (ORD), a public repository of structured organic reaction records. describe an organic reaction: reactants, conditions, products, and yield Reactants: [BH4-], CO, [Na+], NC(=O)c1ccc(Oc2ccc(C3OCCO3)cc2F)cn1, NCCN1CCSCC1. The product is NC(=O)c1ccc(Oc2ccc(CNCCN3CCSCC3)cc2F)cn1. Reaction SMILES: [BH4-:32].[CH3:34][OH:35].[Na+:33].[O:1]1[CH:2]([c:6]2[cH:7][c:8]([F:22])[c:9]([O:10][c:11]3[cH:12][cH:13][c:14]([C:17](=[O:18])[NH2:19])[n:15][cH:16]3)[cH:20][cH:21]2)[O:5][CH2:4][CH2:3]1.[S:23]1[CH2:24][CH2:25][N:26]([CH2:29][CH2:30][NH2:31])[CH2:27][CH2:28]1>>[CH2:2]([c:6]1[cH:7][c:8]([F:22])[c:9]([O:10][c:11]2[cH:12][cH:13][c:14]([C:17](=[O:18])[NH2:19])[n:15][cH:16]2)[cH:20][cH:21]1)[NH:31][CH2:30][CH2:29][N:26]1[CH2:25][CH2:24][S:23][CH2:28][CH2:27]1. Reactants: P(=O)(O)OP(=O)O.C(C)(C)C(C(C)C)(C(C)C)C(C)C (tetraisopropyl methane diphosphonate), ester, C1NC=CC2=CC(C=C12)(P(OC(C)C)(=O)OC(C)C)P(OC(C)C)(=O)OC(C)C (tetraisopropyl dihydro-2-pyrindine-6,6-diphosphonate), ClCC=1C=NC=CC1CCl (3,4-bis(chloromethyl)pyridine). Product: C1NC=CC2=CC(C=C12)(P(O)(=O)O)P(O)(=O)O (dihydro-2-pyrindine-6,6-diphosphonic acid). RXN SMILES: P(OP(O)=O)(O)=O.C(C(C(C)C)(C(C)C)C(C)C)(C)C.[CH2:21]1[C:29]2[C:25](=[CH:26][C:27]([P:40]([O:46]C(C)C)(=[O:45])[O:41]C(C)C)([P:30]([O:36]C(C)C)(=[O:35])[O:31]C(C)C)[CH:28]=2)[CH:24]=[CH:23][NH:22]1.ClCC1C=NC=CC=1CCl>>[CH2:21]1[C:29]2[C:25](=[CH:26][C:27]([P:30]([OH:35])(=[O:31])[OH:36])([P:40]([OH:46])(=[O:41])[OH:45])[CH:28]=2)[CH:24]=[CH:23][NH:22]1 |f:0.1|. Procedure details: Using essentially the same procedure as in Example 1(a), tetraisopropyl methane diphosphonate is converted to tetraisopropyl dihydro-2-pyrindine-6,6-diphosphonate by reaction with 3,4-bis(chloromethyl)pyridine. The resulting ester is hydrolyzed as in Example 1(a) to yield dihydro-2-pyrindine-6,6-diphosphonic acid. The dihydro-2-pyrindine-6,6-diphosphonic acid is then converted to the octahydro-2-pyrindine-6,6-diphosphonic acid by a hydrogenation procedure which is essentially the same as in Exam...